This data is from the Open Reaction Database (ORD), a public repository of structured organic reaction records. The task is: describe an organic reaction: reactants, conditions, products, and yield Reaction SMILES: [C:2]([O:3][C:4](=[O:5])[N:9]1[C:10]([N:26]([CH3:27])[CH2:28][c:29]2[cH:30][cH:31][cH:32][cH:33][cH:34]2)=[N:11][CH:12]([c:20]2[cH:21][cH:22][cH:23][cH:24][cH:25]2)[CH:13]1[c:14]1[cH:15][cH:16][cH:17][cH:18][cH:19]1)([CH3:6])([CH3:7])[CH3:8].[CH3:35][CH2:36][O:37][C:38]([CH3:39])=[O:40].[ClH:1]>>[ClH:1].[N:9]1=[C:10]([N:26]([CH3:27])[CH2:28][c:29]2[cH:30][cH:31][cH:32][cH:33][cH:34]2)[NH:11][CH:12]([c:20]2[cH:21][cH:22][cH:23][cH:24][cH:25]2)[CH:13]1[c:14]1[cH:15][cH:16][cH:17][cH:18][cH:19]1. Product: Cl, CN(Cc1ccccc1)C1=NC(c2ccccc2)C(c2ccccc2)N1. Starting materials: CN(Cc1ccccc1)C1=NC(c2ccccc2)C(c2ccccc2)N1C(=O)OC(C)(C)C, CCOC(C)=O, Cl. Reported procedure: 86 mg (96%) of target compound was obtained by using a method same as in Example 1 by using 3-(1-tert-butyl-5-(thiophene-2-yl)-1H-pyrazol-3-yl)propanal (50 mg, 0.191 mmol), 1-(2,3-dimethylphenyl)piperazine (36 mg, 0.191 mmol), DIPEA (0.050 mL, 0.287 mmol) and NaBH(OAc)3 (121 mg, 0.573 mmol). The reactants are C(C)(C)(C)N1N=C(C=C1C=1SC=CC1)CCC=O (3-(1-tert-butyl-5-(thiophene-2-yl)-1H-pyrazol-3-yl)propanal), [BH-](OC(=O)C)(OC(=O)C)OC(=O)C.[Na+] (NaBH(OAc)3), CC1=C(C=CC=C1C)N1CCNCC1 (1-(2,3-dimethylphenyl)piperazine), CCN(C(C)C)C(C)C (DIPEA). Yields the product C(C)(C)(C)N1N=C(C=C1C=1SC=CC1)CCCN1CCN(CC1)C1=C(C(=CC=C1)C)C (1-(3-(1-tert-butyl-5-(thiophene-2-yl)-1H-pyrazol-3-yl)propyl)-4-(2,3-dimethylphenyl)piperazine). Reaction SMILES: [C:1]([N:5]1[C:9]([C:10]2[S:11][CH:12]=[CH:13][CH:14]=2)=[CH:8][C:7]([CH2:15][CH2:16][CH:17]=O)=[N:6]1)([CH3:4])([CH3:3])[CH3:2].[CH3:19][C:20]1[C:25]([CH3:26])=[CH:24][CH:23]=[CH:22][C:21]=1[N:27]1[CH2:32][CH2:31][NH:30][CH2:29][CH2:28]1.CCN(C(C)C)C(C)C.[BH-](OC(C)=O)(OC(C)=O)OC(C)=O.[Na+]>>[C:1]([N:5]1[C:9]([C:10]2[S:11][CH:12]=[CH:13][CH:14]=2)=[CH:8][C:7]([CH2:15][CH2:16][CH2:17][N:30]2[CH2:31][CH2:32][N:27]([C:21]3[CH:22]=[CH:23][CH:24]=[C:25]([CH3:26])[C:20]=3[CH3:19])[CH2:28][CH2:29]2)=[N:6]1)([CH3:4])([CH3:3])[CH3:2] |f:3.4|. Reactants: [Si](C)(C)(C(C)(C)C)O[C@@H](CN[C@@H](CC=1C=C2C=C(NC2=CC1)C(=O)NCC1=C(C=CC=C1)OC)C)C1=CC(=C(C=C1)O)CO (5-[(2R)-2-({(2R)-2-{[tert-butyl(dimethyl)silyl]oxy}-2-[4-hydroxy-3-(hydroxymethyl)phenyl]ethyl}amino)propyl]-N-(2-methoxybenzyl)-1H-indole-2-carboxamide), FC(C1=CC=C(CN)C=C1)(F)F (4-trifluoromethylbenzylamine). The product is [Si](C)(C)(C(C)(C)C)O[C@@H](CN[C@@H](CC=1C=C2C=C(NC2=CC1)C(=O)NCC1=CC=C(C=C1)C(F)(F)F)C)C1=CC(=C(C=C1)O)CO (5-[(2R)-2-({(2R)-2-{[tert-butyl(dimethyl)silyl]oxy}-2-[4-hydroxy-3-(hydroxymethyl)phenyl]ethyl}amino)propyl]-N-[4-(trifluoro methyl)benzyl]-1H-indole-2-carboxamide). Reaction SMILES: [Si:1]([O:8][C@H:9]([C:36]1[CH:41]=[CH:40][C:39]([OH:42])=[C:38]([CH2:43][OH:44])[CH:37]=1)[CH2:10][NH:11][C@H:12]([CH3:35])[CH2:13][C:14]1[CH:15]=[C:16]2[C:20](=[CH:21][CH:22]=1)[NH:19][C:18]([C:23]([NH:25][CH2:26][C:27]1[CH:32]=[CH:31][CH:30]=[CH:29][C:28]=1OC)=[O:24])=[CH:17]2)([C:4]([CH3:7])([CH3:6])[CH3:5])([CH3:3])[CH3:2].[F:45][C:46]([F:56])([F:55])C1C=CC(CN)=CC=1>>[Si:1]([O:8][C@H:9]([C:36]1[CH:41]=[CH:40][C:39]([OH:42])=[C:38]([CH2:43][OH:44])[CH:37]=1)[CH2:10][NH:11][C@H:12]([CH3:35])[CH2:13][C:14]1[CH:15]=[C:16]2[C:20](=[CH:21][CH:22]=1)[NH:19][C:18]([C:23]([NH:25][CH2:26][C:27]1[CH:32]=[CH:31][C:30]([C:46]([F:56])([F:55])[F:45])=[CH:29][CH:28]=1)=[O:24])=[CH:17]2)([C:4]([CH3:6])([CH3:5])[CH3:7])([CH3:3])[CH3:2]. Procedure details: Prepared analogously to 5-[(2R)-2-({(2R)-2-{[tert-butyl(dimethyl)silyl]oxy}-2-[4-hydroxy-3-(hydroxymethyl)phenyl]ethyl}amino)propyl]-N-(2-methoxybenzyl)-1H-indole-2-carboxamide using 4-trifluoromethylbenzylamine to give the title compound as a pale brown foam.